From a dataset of the Open Reaction Database (ORD), a public repository of structured organic reaction records. describe an organic reaction: reactants, conditions, products, and yield Reactants: [OH-].[Na+] (sodium hydroxide), S(=O)(Cl)Cl (thionyl chloride), C1(C=2C(C(N1CCCCCCCC1=CC(=NC(=C1)CN(CC(=O)OCC)CC(=O)OCC)CN(CC(=O)OCC)CC(=O)OCC)=O)=CC=CC2)=O (4-(7-Phthalimidoheptyl)-2,6-bis(N,N-bis(ethoxycarbonylmethyl)-aminomethyl) pyridine), Cl (hydrochloric acid). Run in O1CCOCC1 (dioxane), C(C)O (ethanol). The product is NCCCCCCCC1=CC(=NC(=C1)CN(CC(=O)OCC)CC(=O)OCC)CN(CC(=O)OCC)CC(=O)OCC (4-(7-Aminoheptyl)-2,6-bis(N,N-bis(ethoxycarbonylmethyl)aminomethyl)pyridine). Reaction SMILES: C1(=O)[N:5]([CH2:6][CH2:7][CH2:8][CH2:9][CH2:10][CH2:11][CH2:12][C:13]2[CH:18]=[C:17]([CH2:19][N:20]([CH2:27][C:28]([O:30][CH2:31][CH3:32])=[O:29])[CH2:21][C:22]([O:24][CH2:25][CH3:26])=[O:23])[N:16]=[C:15]([CH2:33][N:34]([CH2:41][C:42]([O:44][CH2:45][CH3:46])=[O:43])[CH2:35][C:36]([O:38][CH2:39][CH3:40])=[O:37])[CH:14]=2)C(=O)C2=CC=CC=C12.[OH-].[Na+].Cl.S(Cl)(Cl)=O>O1CCOCC1.C(O)C>[NH2:5][CH2:6][CH2:7][CH2:8][CH2:9][CH2:10][CH2:11][CH2:12][C:13]1[CH:14]=[C:15]([CH2:33][N:34]([CH2:35][C:36]([O:38][CH2:39][CH3:40])=[O:37])[CH2:41][C:42]([O:44][CH2:45][CH3:46])=[O:43])[N:16]=[C:17]([CH2:19][N:20]([CH2:27][C:28]([O:30][CH2:31][CH3:32])=[O:29])[CH2:21][C:22]([O:24][CH2:25][CH3:26])=[O:23])[CH:18]=1 |f:1.2|. Procedure: Compound (23) (400 mg, 0.55 mmol) was dissolved in dioxane (5 ml) and sodium hydroxide (2 M, 5 ml) was added. A mixture was stirred neutralized with conc. hydrochloric acid and evaporated almost to dryness. The residue was treated with hydrazine hydrate (2.0 ml) dissolved in ethanol (10 ml) and refluxed for 6 h. Volatile matter was evaporated and coevaporated with dry acetonitrile. The residue obtained was suspended in dry ethanol (50 ml) previously treated with thionyl chloride (4 ml). The mixt...